This data is from the Open Reaction Database (ORD), a public repository of structured organic reaction records. The task is: describe an organic reaction: reactants, conditions, products, and yield The reactants are [Li]CCCC (n-BuLi), OC(C)(C)C(C)(C)O.CC(CB([O-])[O-])C (Pinacol 2-methylpropane-1-boronate), C(Cl)Cl (DCM). Reagents/catalysts: [Cl-].[Cl-].[Zn+2] (ZnCl2). The solvent is CC(C)(C)OC (MTBE), C1CCOC1 (THF), C1CCOC1 (THF). Conditions: temperature -100 celsius, time 1 hour. The product is OC(C)(C)C(C)(C)O.ClC(CC(C)C)B([O-])[O-] (Pinacol 1-chloro-3-methylbutane-1-boronate). Yield: 189.3%. RXN SMILES: [CH2:1]([Cl:3])Cl.[Li]CCCC.[OH:9][C:10]([C:13]([OH:16])([CH3:15])[CH3:14])([CH3:12])[CH3:11].CC(C)C[B:20]([O-:22])[O-:21]>C1COCC1.CC(OC)(C)C.[Cl-].[Cl-].[Zn+2]>[OH:9][C:10]([C:13]([OH:16])([CH3:15])[CH3:14])([CH3:12])[CH3:11].[Cl:3][CH:1]([B:20]([O-:22])[O-:21])[CH2:11][CH:10]([CH3:13])[CH3:12] |f:2.3,6.7.8,9.10|. Reported procedure: A mixture of THF (2 L) and DCM (55.3 g, 0.651 mol) was cooled to −100° C. n-BuLi (260.7 mL, 2.5 M in n-hexane, 0.651 mol) was added dropwise into the reaction mixture maintaining at −100° C. Pinacol 2-methylpropane-1-boronate ([2]; 100 g, 0.543 mol) was added into the reaction mixture. The resulting mixture was keep at −100° C. for one hour. A solution of ZnCl2 (136.3 g, 1.0 mol) in THF (500 mL) was added dropwise to the reaction over a period of 60 minutes. The resulting mixture was keep at −10... The reactants are N (ammonia), ClC1=NC(=NC(=C1C#N)Cl)NCC (4,6-dichloro-2-ethylamino-5-pyrimidinecarbonitrile), C(C)(C)N (isopropylamine). The product is NC1=C(C(=NC(=N1)NC(C)C)Cl)C#N (6-amino-4-chloro-2-isopropylamino-5-pyrimidinecarbonitrile). As a reaction SMILES: [NH3:1].[Cl:2][C:3]1[C:8]([C:9]#[N:10])=[C:7](Cl)[N:6]=[C:5](NCC)[N:4]=1.[CH:15]([NH2:18])([CH3:17])[CH3:16]>>[NH2:1][C:7]1[N:6]=[C:5]([NH:18][CH:15]([CH3:17])[CH3:16])[N:4]=[C:3]([Cl:2])[C:8]=1[C:9]#[N:10]. Procedure: This compound was prepared in the manner of Example XVII, substituting 4,6-dichloro-2-isopropylamino-5-pyrimidinecarbonitrile and aqueous ammonia for 4,6-dichloro-2-ethylamino-5-pyrimidinecarbonitrile and isopropylamine. The reaction product was recrystallized from benzene to give 6-amino-4-chloro-2-isopropylamino-5-pyrimidinecarbonitrile; mp, 162°-165°. Reactants: [I-].C[S+](C)C (Trimethylsulfonium iodide), N1=C(C=CC2=CC=CC=C12)C=O (2-quinoline carboxaldehyde), [OH-].[K+] (Potassium hydroxide), O (H2O), C(C)#N (acetonitrile). Run in CCOCC (Et2O), CCOCC (Et2O). Conditions: temperature 60 celsius. Product: CNCC(O)C1=NC2=CC=CC=C2C=C1 (2-(methylamino)-1-quinolin-2-ylethanol). Reaction SMILES: [OH-].[K+].O.[I-].[CH3:5][S+](C)C.[N:9]1[C:18]2[C:13](=[CH:14][CH:15]=[CH:16][CH:17]=2)[CH:12]=[CH:11][C:10]=1[CH:19]=[O:20].[C:21](#[N:23])C>CCOCC>[CH3:5][NH:23][CH2:21][CH:19]([C:10]1[CH:11]=[CH:12][C:13]2[C:18](=[CH:17][CH:16]=[CH:15][CH:14]=2)[N:9]=1)[OH:20] |f:0.1,3.4|. Procedure details: Potassium hydroxide (3.21 g) and H2O (0.13 mL) are added to acetonitrile (50 mL). Trimethylsulfonium iodide (5.84 g) and 2-quinoline carboxaldehyde (4.50 g) are then added. The reaction mixture is heated to 60° C. for 4 h. The reaction mixture is allowed to cool to room temperature and is diluted with Et2O (25 mL) The precipitate is filtered off. 1H NMR of an aliquot of the filtrate showed mostly starting material and a small amount of the desired epoxide. The filtrate is concentrated in vacuo a... Reactants: O=C(O)c1ccc(C(F)(F)F)cn1, CC(C)Nc1ccccc1. Reagents/catalysts: CN(C)C(=[N+](C)C)ON1C2=C(C=CC=N2)N=N1.F[P-](F)(F)(F)(F)F (HATU). The solvent is CN(C)C=O (DMF), CN(C)C=O (DMF), CN(C)C=O (DMF), CN(C)C=O (DMF), CN(C)C=O (DMF), CN(C)C=O (DMF). Run at temperature 25 celsius, time 2 hour. Product: CC(C)N(C(=O)c1ccc(C(F)(F)F)cn1)c1ccccc1. Yield: 10.5%. Reaction SMILES: CC(C)Nc1ccccc1.O=C(O)c1ccc(C(F)(F)F)cn1.CN(C)C(=[N+](C)C)ON1C2=C(C=CC=N2)N=N1.F[P-](F)(F)(F)(F)F.CN(C)C=O>>CC(C)N(C(=O)c1ccc(C(F)(F)F)cn1)c1ccccc1. The reactants are IC=1C=CC=2N(N1)C=C(N2)N (6-iodo-imidazo[1,2-b]pyridazin-2-ylamine), C(C)(=O)OC(C)=O (acetic anhydride), N1=CC=CC=C1 (pyridine). The reagents and catalysts are CN(C1=CC=NC=C1)C (4-(dimethylamino)pyridine). Solvent: ClCCl (dichloromethane). Reaction conditions: time 4 hour. Yields the product IC=1C=CC=2N(N1)C=C(N2)NC(C)=O (N-(6-iodoimidazo[1,2-b]pyridazin-2-yl)acetamide). As a reaction SMILES: [I:1][C:2]1[CH:3]=[CH:4][C:5]2[N:6]([CH:8]=[C:9]([NH2:11])[N:10]=2)[N:7]=1.[C:12](OC(=O)C)(=[O:14])[CH3:13].N1C=CC=CC=1>CN(C)C1C=CN=CC=1.ClCCl>[I:1][C:2]1[CH:3]=[CH:4][C:5]2[N:6]([CH:8]=[C:9]([NH:11][C:12](=[O:14])[CH3:13])[N:10]=2)[N:7]=1. Procedure details: To a 50-mL round bottom flask was added 6-iodo-imidazo[1,2-b]pyridazin-2-ylamine (130 mg, 0.5 mmol, 1 eq), anhydrous dichloromethane (10 mL), acetic anhydride (0.071 mL, 1.5 eq), pyridine (0.073 mL, 1.8 eq), and 4-(dimethylamino)pyridine (0.61 mg, 0.01 eq). After the mixture was stirred at room temperature for four hours, it was quenched with saturated aqueous sodium bicarbonate and extracted with i-PrOH—CHCl3 (1:4). The organic layer was isolated, washed with brine, and dried with anhydrous sod... Starting materials: ClC(C(C)(C)OC(=O)N1C2CN(CC1C(=C(C2)C2=CC=C(C=C2)OCCOC2=C(C=CC(=C2)F)Cl)C(=O)O)C(C)=O)(Cl)Cl (3-Acetyl-7-{4-[2-(2-chloro-5-fluorophenoxy)ethoxy]phenyl}-3,9-diazabicyclo-[3.3.1]non-6-ene-6,9-dicarboxylic acid 9-(2,2,2-trichloro-1,1-dimethylethyl) ester), C1(CC1)NCC1=CC(=CC(=C1)OC)OC (cyclopropyl-(3,5-dimethoxybenzyl)amine). The product is C(=O)O.C1(CC1)N(C(=O)C=1[C@H]2CN(C[C@@H](CC1C1=CC=C(C=C1)OCCOC1=C(C=CC(=C1)F)Cl)N2)C(C)=O)CC2=CC(=CC(=C2)OC)OC ((rac.)-(1R*,5S*)-3-Acetyl-7-{4-[2-(2-chloro-5-fluorophenoxy)ethoxy]phenyl}-3,9-diazabicyclo[3.3.1]non-6-ene-6-carboxylic acid cyclopropyl-(3,5-dimethoxybenzyl)amide formate salt). As a reaction SMILES: ClC(Cl)(Cl)C([O:6][C:7]([N:9]1[CH:14]2[C:15]([C:36](O)=[O:37])=[C:16]([C:18]3[CH:23]=[CH:22][C:21]([O:24][CH2:25][CH2:26][O:27][C:28]4[CH:33]=[C:32]([F:34])[CH:31]=[CH:30][C:29]=4[Cl:35])=[CH:20][CH:19]=3)[CH2:17][CH:10]1[CH2:11][N:12]([C:39](=[O:41])[CH3:40])[CH2:13]2)=[O:8])(C)C.[CH:44]1([NH:47][CH2:48][C:49]2[CH:54]=[C:53]([O:55][CH3:56])[CH:52]=[C:51]([O:57][CH3:58])[CH:50]=2)[CH2:46][CH2:45]1>>[CH:7]([OH:8])=[O:6].[CH:44]1([N:47]([CH2:48][C:49]2[CH:50]=[C:51]([O:57][CH3:58])[CH:52]=[C:53]([O:55][CH3:56])[CH:54]=2)[C:36]([C:15]2[C@@H:14]3[NH:9][C@H:10]([CH2:17][C:16]=2[C:18]2[CH:23]=[CH:22][C:21]([O:24][CH2:25][CH2:26][O:27][C:28]4[CH:33]=[C:32]([F:34])[CH:31]=[CH:30][C:29]=4[Cl:35])=[CH:20][CH:19]=2)[CH2:11][N:12]([C:39](=[O:41])[CH3:40])[CH2:13]3)=[O:37])[CH2:45][CH2:46]1 |f:2.3|. Reported procedure: Synthesized according to typical procedures H and E from bicyclononene BN10 and cyclopropyl-(3,5-dimethoxybenzyl)amine. LC-MS: Rt=0.88; ES+: 664.27.